The task is: describe an organic reaction: reactants, conditions, products, and yield. This data is from the Open Reaction Database (ORD), a public repository of structured organic reaction records. The reactants are ClC(C(=O)Cl)=C(Cl)Cl (trichloroacrylyl chloride), Cl.NCC#N (aminoacetonitrile hydrochloride), hydrochloride salt. Solvent: C(Cl)(Cl)Cl (chloroform). Yields the product C(#N)CNC(C(=C(Cl)Cl)Cl)=O (N-cyanomethyl trichloroacrylamide). Isolated yield 84.6%. As a reaction SMILES: [Cl:1][C:2](=[C:6]([Cl:8])[Cl:7])[C:3](Cl)=[O:4].Cl.[NH2:10][CH2:11][C:12]#[N:13]>C(Cl)(Cl)Cl>[C:11]([CH2:12][NH:13][C:3](=[O:4])[C:2]([Cl:1])=[C:6]([Cl:8])[Cl:7])#[N:10] |f:1.2|. Procedure: A slurry of 38.8 g (0.2 mol) trichloroacrylyl chloride and 18.5 g (0.2 mol) aminoacetonitrile hydrochloride in 150 ml chloroform was stirred and heated under reflux for 30 hours, while gases evolved and most of the hydrochloride salt dissolved. The reaction mixture was filtered while hot and the solvent evaporated under reduced pressure to give 36.1 g of N-cyanomethyl trichloroacrylamide, as an off-white solid melting at 56°-59° C. Recrystallization from benzene-hexane gave a white solid melting... Starting materials: CN(C(COCCO)=O)C (2-hydroxyethoxy-acetic acid-N,N-dimethylamide), S(=O)(Cl)Cl (thionyl chloride). Solvent: ClCCl (dichloromethane). Run at time 20 minute. Product: CN(C(COCCCl)=O)C (2-chloroethoxy-acetic acid-N,N-dimethylamide). As a reaction SMILES: [CH3:1][N:2]([CH3:10])[C:3](=[O:9])[CH2:4][O:5][CH2:6][CH2:7]O.S(Cl)([Cl:13])=O>ClCCl>[CH3:1][N:2]([CH3:10])[C:3](=[O:9])[CH2:4][O:5][CH2:6][CH2:7][Cl:13]. Procedure: 40 ml of dichloromethane are transferred into a round bottom flask of 250 ml volume and 30.0 g (0.2 mol) 2-hydroxyethoxy-acetic acid-N,N-dimethylamide are added. The vessel is cooled on ice and 25.0 g (0.21 mole) of thionyl chloride are added to it dropwise in 10 minutes. The reaction mixture is stirred at room temperature for 20 minutes, and the solvent is evaporated in vacuo (260 Pa) at 50° C. Thus 33.2, g (99%) of title compound are obtained, which has higher purity than 95% by gas chromatogr... The reactants are [C@@H]1(C[C@H](O)[C@@H](CO)O1)N1C(=O)NC(=O)C(C)=C1 (thymidine), NC1=NC(=C2N=CNC2=N1)N1CCOCC1 (2-Amino-6-morpholino-9H-purine), Purine nucleoside, F[C@H]1C[C@@H](O[C@@H]1CO)N1C(=O)NC(=O)C=C1 (2',3'-dideoxy-3'-fluorouridine), [N-]=[N+]=[N-].[K+] (potassium azide). Solvent: CO (MeOH), P(=O)([O-])([O-])[O-].[K+].[K+].[K+] (potassium phosphate). Reaction conditions: temperature 45 celsius, time 8 day. Product: NC1=NC(=C2N=CN(C2=N1)[C@H]1C[C@@H]([C@H](O1)CO)F)N1CCOCC1 (2-amino-9-(2,3-dideoxy-3-fluoro-β-D-erythro-pentofuranosyl)-6-morpholino-9H-purine). Yield: 67.6%. RXN SMILES: [NH2:1][C:2]1[N:10]=[C:9]2[C:5]([N:6]=[CH:7][NH:8]2)=[C:4]([N:11]2[CH2:16][CH2:15][O:14][CH2:13][CH2:12]2)[N:3]=1.[F:17][C@@H:18]1[C@@H:22]([CH2:23][OH:24])[O:21][C@@H:20](N2C=CC(=O)NC2=O)[CH2:19]1.[N-]=[N+]=[N-].[K+].[C@@H]1(N2C=C(C)C(=O)NC2=O)O[C@H](CO)[C@@H](O)C1>P([O-])([O-])([O-])=O.[K+].[K+].[K+].CO>[NH2:1][C:2]1[N:10]=[C:9]2[C:5]([N:6]=[CH:7][N:8]2[C@@H:20]2[O:21][C@H:22]([CH2:23][OH:24])[C@@H:18]([F:17])[CH2:19]2)=[C:4]([N:11]2[CH2:12][CH2:13][O:14][CH2:15][CH2:16]2)[N:3]=1 |f:2.3,5.6.7.8|. Procedure: 2-Amino-6-morpholino-9H-purine (0.58 g 2.6 moles) and 2',3'-dideoxy-3'-fluorouridine (0.50 g, 2.2 mmoles) were suspended in 50 ml 10 mM potassium phosphate buffer, pH 7.0, containing 0.04% potassium azide. Purine nucleoside phosphorylase (1120 I.U.) and thymidine phosphorylase (10,000 I.U.) (Krenitsky, et al., Biochemistry, 20, 3615, 1981 and U.S. Pat. No. 4,381,344) immobilized on DEAE cellulose was added and the suspension was stirred at 45° C. After 8 days, 100 ml MeOH was added to the reacti... Starting materials: solid, Cl.O1COC2=C1C=CC=C2C2CCN(CC2)CC[C@@H]2CC[C@H](CC2)N (Trans-4-[2-(4-Benzo[1,3]dioxol-4-yl-piperidin-1-yl)-ethyl]-cyclohexylamine hydrochloride), Cl.O1COC2=C1C=CC=C2C2CCN(CC2)CC[C@@H]2CC[C@H](CC2)N (Trans-4-[2-(4-Benzo[1,3]dioxol-4-yl-piperidin-1-yl)-ethyl]-cyclohexylamine hydrochloride), OC(CC(=O)O)(C)C (3-hydroxy-3-methylbutanoic acid). Yields the product O1COC2=C1C=CC=C2C2CCN(CC2)CC[C@@H]2CC[C@H](CC2)NC(CC(C)(C)O)=O (Trans-N-{4-[2-(4-Benzo[1,3]dioxol-4-yl-piperidin-1-yl)-ethyl]-cyclohexyl}-3-hydroxy-3-methyl-butyramide). Reaction SMILES: Cl.[O:2]1[C:6]2[CH:7]=[CH:8][CH:9]=[C:10]([CH:11]3[CH2:16][CH2:15][N:14]([CH2:17][CH2:18][C@H:19]4[CH2:24][CH2:23][C@H:22]([NH2:25])[CH2:21][CH2:20]4)[CH2:13][CH2:12]3)[C:5]=2[O:4][CH2:3]1.[OH:26][C:27]([CH3:33])([CH3:32])[CH2:28][C:29](O)=[O:30]>>[O:2]1[C:6]2[CH:7]=[CH:8][CH:9]=[C:10]([CH:11]3[CH2:16][CH2:15][N:14]([CH2:17][CH2:18][C@H:19]4[CH2:20][CH2:21][C@H:22]([NH:25][C:29](=[O:30])[CH2:28][C:27]([OH:26])([CH3:33])[CH3:32])[CH2:23][CH2:24]4)[CH2:13][CH2:12]3)[C:5]=2[O:4][CH2:3]1 |f:0.1|. Reported procedure: The title compound, white solid (18.7 mg, 62%), MS (ISP) m/z=431.4 [(M+H)+], was prepared in accordance with the general method of example 1 from Trans-4-[2-(4-Benzo[1,3]dioxol-4-yl-piperidin-1-yl)-ethyl]-cyclohexylamine hydrochloride (intermediate A) (25.7 mg, 0.070 mmol) and 3-hydroxy-3-methylbutanoic acid Reactants: C(C)(C)(C)OC(=O)C1=CC2=C(CC(O2)COC)C(=C1)OC1=CC=C(C=C1)S(=O)(=O)C (4-(4-methanesulfonyl-phenoxy)-2-methoxymethyl-2,3-dihydro-benzofuran-6-carboxylic acid tert-butyl ester), C(C)(C)(C)OC(=O)C1=CC2=C(CC(O2)(C)CO)C(=C1)OC1=CC(=C(C=C1)C(N(C)C)=O)F (4-(4-dimethylcarbamoyl-3-fluoro-phenoxy)-2-hydroxymethyl-2-methyl-2,3-dihydro-benzofuran-6-carboxylic acid tert-butyl ester), CI (methyl iodide). Product: C(C)(C)(C)OC(=O)C1=CC2=C(CC(O2)(C)COC)C(=C1)OC1=CC(=C(C=C1)C(N(C)C)=O)F (4-(4-Dimethylcarbamoyl-3-fluoro-phenoxy)-2-methoxymethyl-2-methyl-2,3-dihydro-benzofuran-6-carboxylic acid tert-butyl ester). RXN SMILES: [C:1](OC(C1C=C(OC2C=CC(S(C)(=O)=O)=CC=2)C2CC(COC)OC=2C=1)=O)(C)(C)C.[C:31]([O:35][C:36]([C:38]1[CH:49]=[C:48]([O:50][C:51]2[CH:56]=[CH:55][C:54]([C:57](=[O:61])[N:58]([CH3:60])[CH3:59])=[C:53]([F:62])[CH:52]=2)[C:41]2[CH2:42][C:43]([CH2:46][OH:47])([CH3:45])[O:44][C:40]=2[CH:39]=1)=[O:37])([CH3:34])([CH3:33])[CH3:32].CI>>[C:31]([O:35][C:36]([C:38]1[CH:49]=[C:48]([O:50][C:51]2[CH:56]=[CH:55][C:54]([C:57](=[O:61])[N:58]([CH3:59])[CH3:60])=[C:53]([F:62])[CH:52]=2)[C:41]2[CH2:42][C:43]([CH2:46][O:47][CH3:1])([CH3:45])[O:44][C:40]=2[CH:39]=1)=[O:37])([CH3:32])([CH3:34])[CH3:33]. Procedure details: The title compound was prepared in a similar manner as described for Intermediate 201a, from 4-(4-dimethylcarbamoyl-3-fluoro-phenoxy)-2-hydroxymethyl-2-methyl-2,3-dihydro-benzofuran-6-carboxylic acid tert-butyl ester (229a) and methyl iodide. 1H NMR (400 MHz, CDCl3) δ 7.36 (t, J=8.21 Hz, 1 H) 7.26 (s, 1 H) 7.20 (s, 1 H) 6.78 (dd, J=8.46, 1.89 Hz, 1 H) 6.66 (dd, J=10.74, 1.89 Hz, 1 H) 3.40-3.49 (m, 2 H) 3.39 (s, 3 H) 3.07-3.14 (m, 4 H) 2.97 (s, 3 H) 2.76 (d, J=16.67 Hz, 1 H) 1.56 (s, 9 H) 1.45 (s...